From a dataset of the Open Reaction Database (ORD), a public repository of structured organic reaction records. describe an organic reaction: reactants, conditions, products, and yield Reactants: CN(C1=CC=CC2=CC=CC(=C12)N(C)C)C (N,N,N′,N′-Tetramethyl-naphthalene-1,8-diamine), COC(=O)C1(CN(CC1)CC1=CC=CC=C1)SC (1-benzyl-3-methylsulfanyl-pyrrolidine-3-carboxylic acid methyl ester), ClC(C(=O)Cl)C (2-Chloropropionyl chloride). Run in ClC(C)Cl (dichloroethane). Run at time 8 hour. Product: COC(=O)C1(CNCC1)SC (3-Methylsulfanyl-pyrrolidine-3-carboxylic acid methyl ester). As a reaction SMILES: [CH3:1][O:2][C:3]([C:5]1([S:17][CH3:18])[CH2:9][CH2:8][N:7](CC2C=CC=CC=2)[CH2:6]1)=[O:4].CN(C)C1C2C(=CC=CC=2N(C)C)C=CC=1.ClC(C)C(Cl)=O>ClC(Cl)C>[CH3:1][O:2][C:3]([C:5]1([S:17][CH3:18])[CH2:9][CH2:8][NH:7][CH2:6]1)=[O:4]. Reported procedure: To 1-benzyl-3-methylsulfanyl-pyrrolidine-3-carboxylic acid methyl ester 8BP (131 g, 493.7 mmol) dissolved in dichloroethane (2.6 L) at 0° C. was added N,N,N′,N′-Tetramethyl-naphthalene-1,8-diamine 9BP (31.8 g, 0.144 mmol) and then 2-Chloropropionyl chloride 10BP (64 mL, 593.1 mmol) sequentially. The reaction mixture was stirred for one overnight at ambient temperature and then concentrated to dryness. The residue was dissolved in 2.8 L of methanol and refluxed at 65° C. for 3.5 h. The reaction m...